From a dataset of the Open Reaction Database (ORD), a public repository of structured organic reaction records. describe an organic reaction: reactants, conditions, products, and yield Reactants: [N+](=O)([O-])C=1C=CC(=C(C(=O)O)C1)C (5-nitro-2-methyl-benzoic acid), Cl (HCl). The reagents and catalysts are [Pd] (Pd/C). The solvent is CCO (EtOH). The product is Cl.NC=1C=CC(=C(C(=O)O)C1)C (5-Amino-2-methyl-benzoic acid hydrochloride salt). Reaction SMILES: [N+:1]([C:4]1[CH:5]=[CH:6][C:7]([CH3:13])=[C:8]([CH:12]=1)[C:9]([OH:11])=[O:10])([O-])=O.[ClH:14]>CCO.[Pd]>[ClH:14].[NH2:1][C:4]1[CH:5]=[CH:6][C:7]([CH3:13])=[C:8]([CH:12]=1)[C:9]([OH:11])=[O:10] |f:4.5|. Reported procedure: A slurry of 5-nitro-2-methyl-benzoic acid (17.1 g, 94.4 mmol) and 10% Pd/C (500 mg) in EtOH (500 mL) was shaken under 40 psi H2 at ambient temperature for 4 hours. HCl was added and the solution filtered through a pad of celite. The filtrate was concentrated in vacuo to give the title compound (17.2 g). Reactants: C(C)(=O)C=1C(=C2C(=NC1)N(N=C2C)CC=2OC=CC2)NC2CCCC2 (5-Acetyl-4-cyclopentylamino-1-(2-furanyl)methyl-3-methyl-1H-pyrazolo[3,4-b]pyridine), P(O)(O)(O)=O (phosphoric acid). The product is C(C)(=O)C=1C(=C2C(=NC1)NN=C2C)NC2CCCC2 (5-acetyl-4-cyclopentylamino-3-methyl-1H-pyrazolo[3,4-b]-pyridine). Reaction SMILES: [C:1]([C:4]1[C:5]([NH:20][CH:21]2[CH2:25][CH2:24][CH2:23][CH2:22]2)=[C:6]2[C:12]([CH3:13])=[N:11][N:10](CC3OC=CC=3)[C:7]2=[N:8][CH:9]=1)(=[O:3])[CH3:2].P(=O)(O)(O)O>>[C:1]([C:4]1[C:5]([NH:20][CH:21]2[CH2:25][CH2:24][CH2:23][CH2:22]2)=[C:6]2[C:12]([CH3:13])=[N:11][NH:10][C:7]2=[N:8][CH:9]=1)(=[O:3])[CH3:2]. Procedure: 5-Acetyl-4-cyclopentylamino-1-(2-furanyl)methyl-3-methyl-1H-pyrazolo[3,4-b]pyridine is treated with concentrated phosphoric acid according to the procedure of Example 2 to obtain 5-acetyl-4-cyclopentylamino-3-methyl-1H-pyrazolo[3,4-b]-pyridine. The reactants are NC=1C=CC(=NC1)CC(=O)OCC (ethyl (5-aminopyridin-2-yl)acetate), C(OCC)(OCC)OCC (CH(OEt)3), [N-]=[N+]=[N-].[Na+] (NaN3). Solvent: CC(=O)O (AcOH). Conditions: temperature 80 celsius, time 3 hour. Product: C(C)OC(CC1=NC=C(C=C1)N1N=NN=C1)=O (ethyl[5-(1H-tetrazol-1-yl)pyridin-2-yl]acetate). RXN SMILES: [NH2:1][C:2]1[CH:3]=[CH:4][C:5]([CH2:8][C:9]([O:11][CH2:12][CH3:13])=[O:10])=[N:6][CH:7]=1.[CH:14](OCC)(OCC)OCC.[N-:24]=[N+:25]=[N-:26].[Na+]>CC(O)=O>[CH2:12]([O:11][C:9](=[O:10])[CH2:8][C:5]1[CH:4]=[CH:3][C:2]([N:1]2[CH:14]=[N:26][N:25]=[N:24]2)=[CH:7][N:6]=1)[CH3:13] |f:2.3|. Procedure: To a mixture of ethyl (5-aminopyridin-2-yl)acetate (1.0 g, 5.5 mmol), CH(OEt)3 (1.31 g, 8.80 mmol) in AcOH (10 mL) was added NaN3 (0.54 g, 8.3 mmol) at room temperature. The mixture was heated to 80° C. and stirred for 3 hours. The mixture was concentrated under reduce pressure. Water was added, and the mixture was extracted with EtOAc. The combined organic layer was washed with brine, dried over anhydrous Na2SO4, concentrated and the residue was purified by silica column chromatography to give ... The reactants are COC1=CC2=C(C(C2)C#N)C=C1 (4-methoxybenzocyclobutane-1-carbonitrile), COC1=CC=C(C=C)C=C1 (4-methoxystyrene). The product is COC=1C=C2CCC(C(C2=CC1)C#N)C1=CC=C(C=C1)OC (1,2,3,4-tetrahydro-6-methoxy-2-(4-methoxyphenyl)naphthalene-1-carbonitrile). Reaction SMILES: [CH3:1][O:2][C:3]1[CH:12]=[CH:11][C:6]2[CH:7]([C:9]#[N:10])[CH2:8][C:5]=2[CH:4]=1.[CH3:13][O:14][C:15]1[CH:22]=[CH:21][C:18]([CH:19]=[CH2:20])=[CH:17][CH:16]=1>>[CH3:1][O:2][C:3]1[CH:4]=[C:5]2[C:6](=[CH:11][CH:12]=1)[CH:7]([C:9]#[N:10])[CH:19]([C:18]1[CH:21]=[CH:22][C:15]([O:14][CH3:13])=[CH:16][CH:17]=1)[CH2:20][CH2:8]2. Procedure details: A mixture of 4-methoxybenzocyclobutane-1-carbonitrile (16 g) and 4-methoxystyrene (23.5 g) was stirred and heated at 175° for 45 minutes. The mixture was cooled, and purified by flash column chromatography on silica (K60), eluting with a mixture of ethyl acetate and petroleum ether (b.p. 40°-60°), 1:9 by volume, to give 1,2,3,4-tetrahydro-6-methoxy-2-(4-methoxyphenyl)naphthalene-1-carbonitrile, m.p. 127°. Reactants: N1=CC(=CC=C1)C=1C=C(C=CC1)C=1OC2=C(N1)C=CC=C2C(=O)N (2-(3-(Pyridin-3-yl)phenyl)benzo[d]oxazole-7-carboxamide), [H][H] (hydrogen), Cl (hydrochloride). Reagents/catalysts: O.[Pt](=O)=O (platinum (IV) oxide monohydrate). The solvent is CO (methanol). Yields the product N1CC(CCC1)C=1C=C(C=CC1)C=1OC2=C(N1)C=CC=C2C(=O)N (2-(3-(piperidin-3-yl)phenyl)benzo[d]oxazole-7-carboxamide). The yield is 9.8%. RXN SMILES: [N:1]1[CH:6]=[CH:5][CH:4]=[C:3]([C:7]2[CH:8]=[C:9]([C:13]3[O:14][C:15]4[C:21]([C:22]([NH2:24])=[O:23])=[CH:20][CH:19]=[CH:18][C:16]=4[N:17]=3)[CH:10]=[CH:11][CH:12]=2)[CH:2]=1.[H][H].Cl>CO.O.[Pt](=O)=O>[NH:1]1[CH2:6][CH2:5][CH2:4][CH:3]([C:7]2[CH:8]=[C:9]([C:13]3[O:14][C:15]4[C:21]([C:22]([NH2:24])=[O:23])=[CH:20][CH:19]=[CH:18][C:16]=4[N:17]=3)[CH:10]=[CH:11][CH:12]=2)[CH2:2]1 |f:4.5|. Procedure details: A solution of 2-(3-(Pyridin-3-yl)phenyl)benzo[d]oxazole-7-carboxamide (110 mg, 0.35 mmol) and platinum (IV) oxide monohydrate (55 mg) in methanol (20 mL) was purged with 20 atm of hydrogen at 50° C. for 24 h. Then the mixture was filtered and adjusted to pH=9. The solvent was removed in vacuum. The crude was purified by chromatography (dichlormethane/methanol=9:1) to give the solid. The solid was acidified by hydrochloride acid and wash with ethyl acetate. The solvent was removed in vacuum. 11 m... Starting materials: C(C)OC=1N=C2C(C(=CNC2=CC1)C(=O)OCC)=O (ethyl 6-ethoxy-4-oxo-1,4-dihydro-1,5-naphthyridine-3-carboxylate), [OH-].[Na+] (NaOH). The solvent is C(C)O (ethanol). Product: C(C)OC=1N=C2C(C(=CNC2=CC1)C(=O)O)=O (6-ethoxy-4-oxo-1,4-dihydro-1,5-naphthyridine-3-carboxylic acid). Yield: 90.9%. As a reaction SMILES: [CH2:1]([O:3][C:4]1[N:5]=[C:6]2[C:11](=[CH:12][CH:13]=1)[NH:10][CH:9]=[C:8]([C:14]([O:16]CC)=[O:15])[C:7]2=[O:19])[CH3:2].[OH-].[Na+]>C(O)C>[CH2:1]([O:3][C:4]1[N:5]=[C:6]2[C:11](=[CH:12][CH:13]=1)[NH:10][CH:9]=[C:8]([C:14]([OH:16])=[O:15])[C:7]2=[O:19])[CH3:2] |f:1.2|. Reported procedure: A mixture of ethyl 6-ethoxy-4-oxo-1,4-dihydro-1,5-naphthyridine-3-carboxylate (2.98 g), 1N NaOH (50 mL) and ethanol (10 mL) was heated at reflux for 2 h. The reaction mixture was cooled in an ice bath, acidified, and the resulting precipitate collected, rinsed with water and dried to give 2.42 g of 6-ethoxy-4-oxo-1,4-dihydro-1,5-naphthyridine-3-carboxylic acid as a beige solid. Product: C1(=CC=CC=C1)C=1N=C2N(CC=3C=CC=CC3C2)C1 (5,10-dihydro-2-phenylimidazo(1,2-b)isoquinoline). Run in C(C)(=O)O (acetic acid). Reported procedure: A solution of 2-phenacylisoquinolinium bromide prepared as above (13.1 g) and ammonium acetate (28 g) in glacial acetic acid (36 ml) was heated under reflux for 2 hours. The cooled reaction mixture was poured, with stirring, into water (600 ml). The resultant solid was filtered off and washed well with water. The solid was dissolved in methanol (20 ml), and added dropwise, with stirring, to a solution of sodium hydroxide (1.6 g) in water (100 ml). A further 300 ml of water was added to the suspe... Reaction SMILES: [Br-].[CH2:2]([N+:11]1[CH:20]=[CH:19][C:18]2[C:13](=[CH:14][CH:15]=[CH:16][CH:17]=2)[CH:12]=1)[C:3]([C:5]1[CH:10]=[CH:9][CH:8]=[CH:7][CH:6]=1)=O.C([O-])(=O)C.[NH4+:25].O>C(O)(=O)C>[C:5]1([C:3]2[N:25]=[C:20]3[CH2:19][C:18]4[CH:17]=[CH:16][CH:15]=[CH:14][C:13]=4[CH2:12][N:11]3[CH:2]=2)[CH:10]=[CH:9][CH:8]=[CH:7][CH:6]=1 |f:0.1,2.3|. Reactants: [Br-].C(C(=O)C1=CC=CC=C1)[N+]1=CC2=CC=CC=C2C=C1 (2-phenacylisoquinolinium bromide), C(C)(=O)[O-].[NH4+] (ammonium acetate), O (water). Starting materials: C(C)(C)(C)OC(=O)NCCCCNC(=S)NC1=C(C=CC=C1)[N+](=O)[O-] (1-(4-tert-butyloxycarbonylaminobutyl)-3-(2-nitrophenyl)thiourea). The reagents and catalysts are [Pd] (Pd/C). The solvent is CO (methanol). The product is NC1=C(C=CC=C1)NC(NCCCCNC(=O)OC(C)(C)C)=S (3-(2-Aminophenyl)-1-(4-tert-butyloxycarbonylaminobutyl)thiourea). As a reaction SMILES: [C:1]([O:5][C:6]([NH:8][CH2:9][CH2:10][CH2:11][CH2:12][NH:13][C:14]([NH:16][C:17]1[CH:22]=[CH:21][CH:20]=[CH:19][C:18]=1[N+:23]([O-])=O)=[S:15])=[O:7])([CH3:4])([CH3:3])[CH3:2]>CO.[Pd]>[NH2:23][C:18]1[CH:19]=[CH:20][CH:21]=[CH:22][C:17]=1[NH:16][C:14](=[S:15])[NH:13][CH2:12][CH2:11][CH2:10][CH2:9][NH:8][C:6]([O:5][C:1]([CH3:3])([CH3:2])[CH3:4])=[O:7]. Procedure: 1.78 g (4.8 mmol) of 1-(4-tert-butyloxycarbonylaminobutyl)-3-(2-nitrophenyl)thiourea (Example 23a) were dissolved in 120 ml of methanol and hydrogenated (1 bar) over 1 g of Pd/C at RT for 3 h. The catalyst was filtered off, the filtrate was concentrated and the residue was chromatographed through silica gel (EA:n-heptane 1:1). Yield: 1.4 g.